This data is from the Open Reaction Database (ORD), a public repository of structured organic reaction records. The task is: describe an organic reaction: reactants, conditions, products, and yield Starting materials: C(=S)(N1C=NC=C1)N1C=NC=C1 (thiocarbonyldiimidazole), NC1=NNC(=C1)C(C)(C)C (3-amino-5-tert-butylpyrazole), C(C)(=O)[O-].[NH4+] (ammonium acetate). Run in C(C)#N (acetonitrile), C(C)#N (acetonitrile). Conditions: temperature 0 celsius, time 20 minute. The product is C(C)(C)(C)C1=CC(=NN1)NC(=S)N ((5-tert-butyl-1H-pyrazole-3-yl)-thiourea). RXN SMILES: [NH2:1][C:2]1[CH:6]=[C:5]([C:7]([CH3:10])([CH3:9])[CH3:8])[NH:4][N:3]=1.[C:11](N1C=CN=C1)([N:13]1C=CN=C1)=[S:12].C([O-])(=O)C.[NH4+]>C(#N)C>[C:7]([C:5]1[NH:4][N:3]=[C:2]([NH:1][C:11]([NH2:13])=[S:12])[CH:6]=1)([CH3:10])([CH3:9])[CH3:8] |f:2.3|. Procedure: 1.5 g (11.3 mmol) 3-amino-5-tert-butylpyrazole dissolved in acetonitrile, was added drop-wise and slowly to a solution of 2.0 g (11.3 mmol) thiocarbonyldiimidazole in 25 ml acetonitrile, at 0° C. The batch was stirred for 20 minutes at 0° C., ammonium acetate (1.6 g, 21.5 mmol) was then added, and the mixture was heated in the microwave for 30 minutes at 90° C. (radiation power 200 Watt/without cooling). The solid formed was suction-isolated, the solution was concentrated and the oily residue (4... Solvent: C(C)N(CC)CC (triethylamine), CN(C)C=O (DMF), C(C)(=O)O (acetic acid), CN(C)C=O (DMF). Procedure: To 1,2,3,4-tetrahydroisoquinoline-6,7-diol hydrobromide (46 mg) and 4-(5-oxo-3-phenyl-5,6-dihydro-1,6-naphthyridin-2-yl)benzaldehyde (130 mg) in DMF (0.5 mL) was added, triethylamine (64 μL), this solution was stirred for 15 minutes then acetic acid (117 μL) was added and the solution stirred for 3 hours. Sodium triacetoxyborohydride (48 mg) in DMF (0.5 mL) was then added. The reaction mixture was stirred overnight, trifluoroacetic acid (100 μL) was added purified by HPLC to give 2-{4-[(6,7-dihy... Conditions: time 3 hour. Product: OC=1C=C2CCN(CC2=CC1O)CC1=CC=C(C=C1)C1=NC=2C=CNC(C2C=C1C1=CC=CC=C1)=O (2-{4-[(6,7-dihydroxy-3,4-dihydroisoquinolin-2(1H)-yl)methyl]phenyl}-3-phenyl-1,6-naphthyridin-5(6H)-one). The reactants are C(C)(=O)O[BH-](OC(C)=O)OC(C)=O.[Na+] (Sodium triacetoxyborohydride), FC(C(=O)O)(F)F (trifluoroacetic acid), Br.C1NCCC2=CC(=C(C=C12)O)O (1,2,3,4-tetrahydroisoquinoline-6,7-diol hydrobromide), O=C1C=2C=C(C(=NC2C=CN1)C1=CC=C(C=O)C=C1)C1=CC=CC=C1 (4-(5-oxo-3-phenyl-5,6-dihydro-1,6-naphthyridin-2-yl)benzaldehyde). Reaction SMILES: Br.[CH2:2]1[C:11]2[C:6](=[CH:7][C:8]([OH:13])=[C:9]([OH:12])[CH:10]=2)[CH2:5][CH2:4][NH:3]1.[O:14]=[C:15]1[NH:24][CH:23]=[CH:22][C:21]2[N:20]=[C:19]([C:25]3[CH:32]=[CH:31][C:28]([CH:29]=O)=[CH:27][CH:26]=3)[C:18]([C:33]3[CH:38]=[CH:37][CH:36]=[CH:35][CH:34]=3)=[CH:17][C:16]1=2.C(O[BH-](OC(=O)C)OC(=O)C)(=O)C.[Na+].FC(F)(F)C(O)=O>CN(C=O)C.C(O)(=O)C.C(N(CC)CC)C>[OH:13][C:8]1[CH:7]=[C:6]2[C:11](=[CH:10][C:9]=1[OH:12])[CH2:2][N:3]([CH2:29][C:28]1[CH:27]=[CH:26][C:25]([C:19]3[C:18]([C:33]4[CH:34]=[CH:35][CH:36]=[CH:37][CH:38]=4)=[CH:17][C:16]4[C:15](=[O:14])[NH:24][CH:23]=[CH:22][C:21]=4[N:20]=3)=[CH:32][CH:31]=1)[CH2:4][CH2:5]2 |f:0.1,3.4|.